This data is from the Open Reaction Database (ORD), a public repository of structured organic reaction records. The task is: describe an organic reaction: reactants, conditions, products, and yield Starting materials: ClCCl, CC(=O)Cl, [Na+], O=P([O-])(O)O, O=Cc1ccc(CO)o1, c1ccncc1. The product is CC(=O)OCc1ccc(C=O)o1. Reaction SMILES: [CH2:20]([Cl:21])[Cl:22].[CH3:1][C:2]([Cl:3])=[O:4].[Na+:14].[OH:15][P:16](=[O:17])([O-:18])[OH:19].[OH:5][CH2:6][c:7]1[cH:8][cH:9][c:10]([CH:12]=[O:13])[o:11]1.[cH:23]1[cH:24][cH:25][n:26][cH:27][cH:28]1>>[CH3:1][C:2](=[O:4])[O:5][CH2:6][c:7]1[cH:8][cH:9][c:10]([CH:12]=[O:13])[o:11]1. The reactants are C(C1=CC=CC=C1)(=N)N (benzamidine), C(C)OC(C(C#N)=COCC)=O (Ethyl(ethoxymethylene)cyanoacetate). Solvent: CN(C)C=O (DMF). Run at temperature 0 celsius, time 2 hour. Product: OC1=NC(=NC=C1C#N)C1=CC=CC=C1 (4-hydroxy-2-phenyl-pyrimidine-5-carbonitrile). RXN SMILES: [C:1]([NH2:9])(=[NH:8])[C:2]1[CH:7]=[CH:6][CH:5]=[CH:4][CH:3]=1.C([O:12][C:13](=O)[C:14](=[CH:17]OCC)[C:15]#[N:16])C>CN(C=O)C>[OH:12][C:13]1[C:14]([C:15]#[N:16])=[CH:17][N:9]=[C:1]([C:2]2[CH:7]=[CH:6][CH:5]=[CH:4][CH:3]=2)[N:8]=1. Procedure details: To a stirred solution of benzamidine (1.0 g, 8.32 mmol) in anhydrous DMF (20 mL ) was added Ethyl(ethoxymethylene)cyanoacetate (11) (1.41 g, 8.32 mmol, 1.0 equiv ) under argon at 0° C. The mixture was stirred at 0° C. for 2 h and increase to 105° C. for 60 h. The reaction mixture was then cooled to ambient temperature. The mixture was extracted with ethyl acetate (2×100 mL ). The combined organic extracts were washed with water (1×50 mL) and brine (1×50 mL), dried (Na2SO4), filtered, and evapora... Starting materials: CN, [Cl-], [Cl-], [Cl-], [Cl-], [Ti+4], O=c1c2ccccc2ccc2ccccc12, c1ccccc1. Product: CN=c1c2ccccc2ccc2ccccc12. RXN SMILES: [CH3:17][NH2:18].[Cl-:19].[Cl-:20].[Cl-:21].[Cl-:22].[Ti+4:23].[cH:1]1[cH:2][cH:3][cH:4][c:5]2[c:6](=[O:16])[c:7]3[c:8]([cH:9][cH:10][c:11]12)[cH:12][cH:13][cH:14][cH:15]3.[cH:24]1[cH:25][cH:26][cH:27][cH:28][cH:29]1>>[cH:1]1[cH:2][cH:3][cH:4][c:5]2[c:6](=[N:18][CH3:17])[c:7]3[c:8]([cH:9][cH:10][c:11]12)[cH:12][cH:13][cH:14][cH:15]3.